Task: describe an organic reaction: reactants, conditions, products, and yield. Dataset: the Open Reaction Database (ORD), a public repository of structured organic reaction records Starting materials: C(C)OC(CCC1=CC(=CC=C1)N1N=C(C=C1NC(=O)NC1=CC=C(C=C1)F)C(C)(C)C)=O (3-(3-{3-t-butyl-5-[3-(4-fluoro-phenyl)-ureido]-pyrazol-1-yl}-phenyl)-propionic acid ethyl ester), [Li+].[OH-] (LiOH). The solvent is CO (MeOH). The product is C(C)(C)(C)C1=NN(C(=C1)NC(=O)NC1=CC=C(C=C1)F)C=1C=C(C=CC1)CCC(=O)O (3-(3-{3-t-butyl-5-[3-(4-fluoro-phenyl)-ureido]-pyrazol-1-yl}-phenyl)-propionic acid). Yield: 87.2%. RXN SMILES: C([O:3][C:4](=[O:33])[CH2:5][CH2:6][C:7]1[CH:12]=[CH:11][CH:10]=[C:9]([N:13]2[C:17]([NH:18][C:19]([NH:21][C:22]3[CH:27]=[CH:26][C:25]([F:28])=[CH:24][CH:23]=3)=[O:20])=[CH:16][C:15]([C:29]([CH3:32])([CH3:31])[CH3:30])=[N:14]2)[CH:8]=1)C.[Li+].[OH-]>CO>[C:29]([C:15]1[CH:16]=[C:17]([NH:18][C:19]([NH:21][C:22]2[CH:23]=[CH:24][C:25]([F:28])=[CH:26][CH:27]=2)=[O:20])[N:13]([C:9]2[CH:8]=[C:7]([CH2:6][CH2:5][C:4]([OH:33])=[O:3])[CH:12]=[CH:11][CH:10]=2)[N:14]=1)([CH3:32])([CH3:30])[CH3:31] |f:1.2|. Procedure: A solution of Example 145 (45 mg, 0.1 mmol) and 2N LiOH (3 mL) in MeOH (3 mL) was stirred at RT overnight. The reaction mixture was neutralized to pH=4, extracted with ethyl acetate (3×20 mL), the combined organic extracts were washed with brine, dried (NaSO4) and filtered. The filtrate was concentrated to afford 3-(3-{3-t-butyl-5-[3-(4-fluoro-phenyl)-ureido]-pyrazol-1-yl}-phenyl)-propionic acid, (37 mg, 90%). 1H NMR (CD3OD): 7.63-7.62 (m, 2H), 7.56 (s, 1H), 7.53-7.48 (m, 1H), 7.41-7.38 (m, 2H),... Starting materials: FC1=C(C(=O)NCC2=CC=C(C=C2)F)C=CC=N1 (2-Fluoro-N-(4-fluorobenzyl)nicotinamide), Cl.Cl.N1C=CC=2C1=NC=CC2OC2=C(C=C(C=C2)NC2=C(C(=O)NC1=C(C=CC=C1)C)C=CC=N2)F (2-(4-(1H-Pyrrolo[2,3-b]pyridin-4-yloxy)-3-fluorophenylamino)-N-o-tolylnicotinamide, dihydrochloride salt). The product is Cl.Cl.N1C=CC=2C1=NC=CC2OC2=C(C=C(C=C2)NC2=C(C(=O)NCC1=CC=C(C=C1)F)C=CC=N2)F (2-(4-(1H-Pyrrolo[2,3-b]pyridin-4-yloxy)-3-fluorophenylamino)-N-(4-fluorobenzyl)nicotinamide, dihydrochloride salt). Isolated yield 35.0%. Reaction SMILES: F[C:2]1[N:18]=[CH:17][CH:16]=[CH:15][C:3]=1[C:4]([NH:6][CH2:7][C:8]1[CH:13]=[CH:12][C:11]([F:14])=[CH:10][CH:9]=1)=[O:5].[ClH:19].Cl.[NH:21]1[C:25]2=[N:26][CH:27]=[CH:28][C:29]([O:30][C:31]3[CH:36]=[CH:35][C:34]([NH:37]C4N=CC=CC=4C(NC4C=CC=CC=4C)=O)=[CH:33][C:32]=3[F:54])=[C:24]2[CH:23]=[CH:22]1>>[ClH:19].[ClH:19].[NH:21]1[C:25]2=[N:26][CH:27]=[CH:28][C:29]([O:30][C:31]3[CH:36]=[CH:35][C:34]([NH:37][C:2]4[N:18]=[CH:17][CH:16]=[CH:15][C:3]=4[C:4]([NH:6][CH2:7][C:8]4[CH:13]=[CH:12][C:11]([F:14])=[CH:10][CH:9]=4)=[O:5])=[CH:33][C:32]=3[F:54])=[C:24]2[CH:23]=[CH:22]1 |f:1.2.3,4.5.6|. Procedure details: 2-Fluoro-N-(4-fluorobenzyl)nicotinamide (0.050 g, 0.20 mmol) was converted to the title compound (0.035 g, 35%) in a manner similar to the preparation of 2-(4-(1H-pyrrolo[2,3-b]pyridin-4-yloxy)-3-fluorophenylamino)-N-o-tolylnicotinamide (Step B of Example 8). 1H NMR (DMSO-d6) δ 12.63 (s, 1H), 11.17 (s, 1H), 9.44 (t, 1H, J=5.8 Hz), 8.10-8.40 (m, 4H), 7.50-7.60 (m, 1H), 7.30-7.45 (m, 4H), 7.08-7.10 (m, 2H), 6.90-6.95 (m, 1H), 6.66 (d, 1H, J=6.3 Hz), 6.43-6.46 (m, 1H), 4.44 (d, 2H, J=5.7 Hz); HRMS(... Starting materials: COc1ccc([N+](=O)[O-])cc1C, CC(C)(C)[O-], CN(C)C=O, N#CCOc1ccc(Cl)cc1, [K+], O. Product: COc1cc(CC#N)c([N+](=O)[O-])cc1C. Reaction SMILES: [CH3:1][O:2][c:3]1[c:4]([CH3:12])[cH:5][c:6]([N+:9](=[O:10])[O-:11])[cH:7][cH:8]1.[CH3:24][C:25]([CH3:26])([O-:27])[CH3:28].[CH3:31][N:32]([CH3:33])[CH:34]=[O:35].[Cl:13][c:14]1[cH:15][cH:16][c:17]([O:18][CH2:19][C:20]#[N:21])[cH:22][cH:23]1.[K+:29].[OH2:30]>>[CH3:1][O:2][c:3]1[c:4]([CH3:12])[cH:5][c:6]([N+:9](=[O:10])[O-:11])[c:7]([CH2:19][C:20]#[N:21])[cH:8]1. The reactants are O=C1CC(C(O1)OCCC1=CC=CC=C1)NC(=O)C1N(CCC1)C(C(C)NC(C1=CC(=C(C=C1)N)Cl)=O)=O (1-[2-(4-Amino-3-chloro-benzoylamino)-propionyl]-pyrrolidine-2-carboxylic acid (5-oxo-2-phenethyloxy-tetrahydro-furan-3-yl)-amide), N([C@@H](C)C(=O)O)C(=O)OCC1=CC=CC=C1.C1C[C@@H](NC1)C(=O)O (Cbz-Ala D-pro-OH). Yields the product C(C1=CC=CC=C1)OC1OC(CC1NC(=O)C1N(CCC1)C(C(C)NC(C1=CC(=C(C=C1)N)Cl)=O)=O)=O (1-[2-(4-amino-3-chloro-benzoylamino)-propionyl]-pyrrolidine-2-carboxylic acid (2-benzyloxy-5-oxo-tetrahydro-furan-3-yl)-amide). The yield is 69.0%. As a reaction SMILES: [O:1]=[C:2]1[O:6][CH:5]([O:7][CH2:8]CC2C=CC=CC=2)[CH:4]([NH:16][C:17]([CH:19]2[CH2:23][CH2:22][CH2:21][N:20]2[C:24](=[O:38])[CH:25]([NH:27][C:28](=[O:37])[C:29]2[CH:34]=[CH:33][C:32]([NH2:35])=[C:31]([Cl:36])[CH:30]=2)[CH3:26])=[O:18])[CH2:3]1.N(C(OC[C:49]1[CH:54]=[CH:53][CH:52]=[CH:51][CH:50]=1)=O)[C@H](C(O)=O)C.C1CN[C@@H](C(O)=O)C1>>[CH2:8]([O:7][CH:5]1[CH:4]([NH:16][C:17]([CH:19]2[CH2:23][CH2:22][CH2:21][N:20]2[C:24](=[O:38])[CH:25]([NH:27][C:28](=[O:37])[C:29]2[CH:34]=[CH:33][C:32]([NH2:35])=[C:31]([Cl:36])[CH:30]=2)[CH3:26])=[O:18])[CH2:3][C:2](=[O:1])[O:6]1)[C:49]1[CH:54]=[CH:53][CH:52]=[CH:51][CH:50]=1 |f:1.2|. Procedure: Prepared according to the procedure used to prepare 98a using Cbz-Ala-D-pro-OH to afford 230 mg of title compound (69% yield). 1H-NMR (500 MHz, 1:1 CDCl3:CD3OD) δ 1.30 (d, 1.2H), 1.45 (d, 1.8H), 1.62-2.40 (m, 4H), 2.40-3.10 (m, 2H), 3.30-3.97 (m, 2H), 4.33-4.95 (m, 5H), 5.30 (s, 0.5H), 5.68 (d, 0.5H), 6.80 (d, 1H), 7.25-7.95 (m, 7H). Analytical HPLC: 11.56, 11.91 min. LC-MS (ES+): m/e=529.2 (M+H+). Reactants: CC#N, ClCc1ccc(Cl)nc1, N, [Na+], [OH-], O. Yields the product NCc1ccc(Cl)nc1. RXN SMILES: [CH3:14][C:15]#[N:16].[Cl:1][c:2]1[n:3][cH:4][c:5]([CH2:8][Cl:9])[cH:6][cH:7]1.[NH3:11].[Na+:13].[OH-:12].[OH2:10]>>[Cl:1][c:2]1[n:3][cH:4][c:5]([CH2:8][NH2:11])[cH:6][cH:7]1. Reactants: C1(=CC=C(OC)C=C1)C(=O)C(O)C1=CC=C(OC)C=C1 (Anisoin), COC=1C=CC(=CC1)P2(=S)SP(=S)(S2)C=3C=CC(=CC3)OC (Lawesson's Reagent), CS(=O)(=O)O (methanesulfonic acid). Solvent: ClC1=CC=CC=C1 (chlorobenzene). Run at temperature 100 celsius. Yields the product COC1=CC=C(C=C1)C=1SC2=C(C1)C=CC(=C2)OC (2-(4-Methoxyphenyl)-6-Methoxybenzothiophene). Yield: 10.0%. Reaction SMILES: [C:1]1([C:9]([CH:11]([C:13]2[CH:20]=[CH:19][C:16]([O:17][CH3:18])=[CH:15][CH:14]=2)O)=O)[CH:8]=[CH:7][C:4]([O:5][CH3:6])=[CH:3][CH:2]=1.COC1C=CC(P2(SP(C3C=CC(OC)=CC=3)(=S)S2)=[S:30])=CC=1.CS(O)(=O)=O>ClC1C=CC=CC=1>[CH3:6][O:5][C:4]1[CH:7]=[CH:8][C:1]([C:9]2[S:30][C:14]3[CH:15]=[C:16]([O:17][CH3:18])[CH:19]=[CH:20][C:13]=3[CH:11]=2)=[CH:2][CH:3]=1. Reported procedure: Anisoin (2.87 g), 50 ml of chlorobenzene, and Lawesson's Reagent 4.04 g are placed in a flask under nitrogen. The mixture is heated to 100° C. and a methanesulfonic acid (0.65 mL) is added and the mixture heated at reflux for 92 hours. The reaction is cooled to room temperature before filtering the solids which form. The filter cake is washed with 25 ml of chlorobenzene and dried to give 270 mg of product. The solid is recrystallized from hot chlorobenzene to give 90 mgs of pure product. Analysi... The reactants are CC(=O)OC(C)(C)C, CC(=O)O, CCOC(=O)c1[nH]c(C)cc1C, O=S(=O)(O)O. As a reaction SMILES: [C:18]([O:19][C:22]([CH3:23])([CH3:24])[CH3:25])(=[O:20])[CH3:21].[CH3:26][C:27](=[O:28])[OH:29].[CH3:6][c:7]1[c:8]([C:13](=[O:14])[O:15][CH2:16][CH3:17])[nH:9][c:10]([CH3:12])[cH:11]1.[S:1](=[O:2])(=[O:3])([OH:4])[OH:5]>>[CH3:6][c:7]1[c:8]([C:13](=[O:14])[O:15][CH2:16][CH3:17])[nH:9][c:10]([CH3:12])[c:11]1[C:22]([CH3:23])([CH3:24])[CH3:25]. Yields the product CCOC(=O)c1[nH]c(C)c(C(C)(C)C)c1C. Starting materials: CC1=NN(C(=C1)C)C(NS(=O)(=O)C1=CC=C(C=C1)Cl)=N (N-[(3,5-dimethylpyrazol-1-yl)-iminomethyl]-4-chlorobenzene-sulfonamide), CS(=O)(=O)O (methanesulfonic acid), N1=CC=C(C=C1)CN (4-picolylamine). Yields the product NC(=NS(=O)(=O)C1=CC=C(C=C1)C)NCC1=CC=NC=C1 (N-{amino-[(pyridin-4-yl-methyl)-amino]-methylene}-4-methylbenzenesulfonamide). As a reaction SMILES: [CH3:1][C:2]1[CH:6]=[C:5](C)[N:4]([C:8](=[NH:20])[NH:9][S:10]([C:13]2[CH:18]=[CH:17][C:16](Cl)=[CH:15][CH:14]=2)(=[O:12])=[O:11])N=1.[CH3:21]S(O)(=O)=O.[N:26]1C=CC(CN)=[CH:28][CH:27]=1>>[NH2:20][C:8]([NH:4][CH2:5][C:6]1[CH:2]=[CH:1][N:26]=[CH:27][CH:28]=1)=[N:9][S:10]([C:13]1[CH:14]=[CH:15][C:16]([CH3:21])=[CH:17][CH:18]=1)(=[O:11])=[O:12]. Procedure details: The compound of Example 22 was prepared according to the accompanying synthesis procedure from 0.5 ml of N-[(3,5-dimethylpyrazol-1-yl)-iminomethyl]-4-chlorobenzene-sulfonamide solution (0.2 M, acetonitrile) with 19 mg of methanesulfonic acid and 0.5 ml of 4-picolylamine solution (1.0 M, acetonitrile) and filed in a substance databank. Calculated mol. wt. 304.37; found mol. wt. (M+H) 305.2; 609.1 (Dimer)